Dataset: the Open Reaction Database (ORD), a public repository of structured organic reaction records. Task: describe an organic reaction: reactants, conditions, products, and yield Starting materials: F[B-](F)(F)F, CC(C)(C)c1ccc(CNCCc2cc(C(F)(F)F)ccc2F)cc1, CCN(C(C)C)C(C)C, CN(C)C=O, O, CN(C)C(On1nnc2ccccc21)=[N+](C)C, O=C(O)c1cccc2cc[nH]c12. The product is CC(C)(C)c1ccc(CN(CCc2cc(C(F)(F)F)ccc2F)C(=O)c2cccc3cc[nH]c23)cc1. Reaction SMILES: [B-:13]([F:14])([F:15])([F:16])[F:17].[C:44]([CH3:45])([CH3:46])([CH3:47])[c:48]1[cH:49][cH:50][c:51]([CH2:52][NH:53][CH2:54][CH2:55][c:56]2[c:57]([F:66])[cH:58][cH:59][c:60]([C:62]([F:63])([F:64])[F:65])[cH:61]2)[cH:67][cH:68]1.[CH:35]([N:36]([CH2:37][CH3:38])[CH:39]([CH3:40])[CH3:41])([CH3:42])[CH3:43].[O:69]=[CH:70][N:71]([CH3:72])[CH3:73].[OH2:74].[n:18]1([O:19][C:20]([N:21]([CH3:22])[CH3:23])=[N+:24]([CH3:25])[CH3:26])[c:27]2[cH:28][cH:29][cH:30][cH:31][c:32]2[n:33][n:34]1.[nH:1]1[cH:2][cH:3][c:4]2[cH:5][cH:6][cH:7][c:8]([C:10](=[O:11])[OH:12])[c:9]12>>[nH:1]1[cH:2][cH:3][c:4]2[cH:5][cH:6][cH:7][c:8]([C:10](=[O:12])[N:53]([CH2:52][c:51]3[cH:50][cH:49][c:48]([C:44]([CH3:45])([CH3:46])[CH3:47])[cH:68][cH:67]3)[CH2:54][CH2:55][c:56]3[c:57]([F:66])[cH:58][cH:59][c:60]([C:62]([F:63])([F:64])[F:65])[cH:61]3)[c:9]12. Reaction SMILES: [Br:1][C:2]1[CH:7]=[CH:6][C:5](F)=[C:4]([N+:9]([O-:11])=[O:10])[CH:3]=1.[F:12][C:13]1[CH:18]=[CH:17][C:16]([NH2:19])=[CH:15][CH:14]=1.C(N(CC)C(C)C)(C)C>C(#N)C>[Br:1][C:2]1[CH:7]=[CH:6][C:5]([NH:19][C:16]2[CH:17]=[CH:18][C:13]([F:12])=[CH:14][CH:15]=2)=[C:4]([N+:9]([O-:11])=[O:10])[CH:3]=1. Procedure details: To a room temperature solution of 4-bromo-1-fluoro-2-nitrobenzene (3.3 g, 15 mmol) and 4-fluorophenylamine (1.42 mL, 15 mmol) in anhydrous acetonitrile (20 mL) was added N,N-diisopropylethylamine (2.9 mL, 16.5 mmol) and the mixture was warmed to 90° C. After 24 hours, the mixture was concentrated in vacuo and the crude material was purified by column chromatography over silica gel eluting with 0-20% ethyl acetate in hexanes to afford 4.7 g of (4-bromo-2-nitrophenyl)-(4-fluorophenyl)amine as an o... The solvent is C(C)#N (acetonitrile). Conditions: temperature 90 celsius, time 24 hour. The product is BrC1=CC(=C(C=C1)NC1=CC=C(C=C1)F)[N+](=O)[O-] ((4-bromo-2-nitrophenyl)-(4-fluorophenyl)amine). Isolated yield 100.7%. The reactants are BrC1=CC(=C(C=C1)F)[N+](=O)[O-] (4-bromo-1-fluoro-2-nitrobenzene), FC1=CC=C(C=C1)N (4-fluorophenylamine), C(C)(C)N(C(C)C)CC (N,N-diisopropylethylamine). Starting materials: ClC=1C=C(C=CC1S(=O)(=O)C)\C(\C(=O)O)=N/OC1CCCC1 ((E)-(3-Chloro-4-methanesulfonyl-phenyl)-cyclopentyloxyimino-acetic acid), O-(7-Azabenzotriazole-1-yl)-N,N,N′N′-tetramethyluronium hexafluorophosphate, N1=CC(=CC=C1)CN1N=C(C=C1)N (1-pyridin-3-ylmethyl-1H-pyrazol-3-ylamine), C(C)(C)N(C(C)C)CC (N,N-diisopropylethylamine). The solvent is C(Cl)Cl (methylene chloride). Conditions: time 2 hour. Yields the product ClC=1C=C(C=CC1S(=O)(=O)C)\C(\C(=O)NC1=NN(C=C1)CC=1C=NC=CC1)=N/OC1CCCC1 ((E)-2-(3-chloro-4-methanesulfonyl-phenyl)-2-cyclopentyloxyimino-N-(1-pyridin-3-ylmethyl-1H-pyrazol-3-yl)-acetamide). Isolated yield 45.9%. As a reaction SMILES: [Cl:1][C:2]1[CH:3]=[C:4](/[C:12](=[N:16]\[O:17][CH:18]2[CH2:22][CH2:21][CH2:20][CH2:19]2)/[C:13]([OH:15])=O)[CH:5]=[CH:6][C:7]=1[S:8]([CH3:11])(=[O:10])=[O:9].[N:23]1[CH:28]=[CH:27][CH:26]=[C:25]([CH2:29][N:30]2[CH:34]=[CH:33][C:32]([NH2:35])=[N:31]2)[CH:24]=1.C(N(CC)C(C)C)(C)C>C(Cl)Cl>[Cl:1][C:2]1[CH:3]=[C:4](/[C:12](=[N:16]\[O:17][CH:18]2[CH2:22][CH2:21][CH2:20][CH2:19]2)/[C:13]([NH:35][C:32]2[CH:33]=[CH:34][N:30]([CH2:29][C:25]3[CH:24]=[N:23][CH:28]=[CH:27][CH:26]=3)[N:31]=2)=[O:15])[CH:5]=[CH:6][C:7]=1[S:8]([CH3:11])(=[O:9])=[O:10]. Procedure: (E)-(3-Chloro-4-methanesulfonyl-phenyl)-cyclopentyloxyimino-acetic acid (prepared as in Example 1, 115 mg, 0.33 mmol), 1-pyridin-3-ylmethyl-1H-pyrazol-3-ylamine (72 mg, 0.41 mmol) and N,N-diisopropylethylamine (232 μL, 1.33 mmol) were combined in methylene chloride (1.7 mL) and cooled in an ice bath. O-(7-Azabenzotriazole-1-yl)-N,N,N′N′-tetramethyluronium hexafluorophosphate (139 mg, 0.37 mmol) was added and the ice bath was removed. After stirring 2 h, the reaction mixture was evaporated in vac... Reactants: CS(=O)(=O)O, Cc1ccc2c(c1)CC(N1CCNCC1)c1cc(F)ccc1S2. Yields the product Cc1ccc2c(c1)CC(O)c1cc(F)ccc1S2. Reaction SMILES: [CH3:24][S:25]([OH:26])(=[O:27])=[O:28].[F:1][c:2]1[cH:3][cH:4][c:5]2[c:6]([cH:23]1)[CH:7]([N:17]1[CH2:18][CH2:19][NH:20][CH2:21][CH2:22]1)[CH2:8][c:9]1[c:10]([cH:12][cH:13][c:14]([CH3:16])[cH:15]1)[S:11]2>>[F:1][c:2]1[cH:3][cH:4][c:5]2[c:6]([cH:23]1)[CH:7]([OH:26])[CH2:8][c:9]1[c:10]([cH:12][cH:13][c:14]([CH3:16])[cH:15]1)[S:11]2. As a reaction SMILES: [O:1]=[C:2]1[N:7]2[CH2:8][CH2:9][CH2:10][C:6]2=[N:5][CH:4]=[C:3]1[C:11]([O:13]CC)=O.[OH-].[NH4+:17]>>[C:11]([C:3]1[C:2](=[O:1])[N:7]2[CH2:8][CH2:9][CH2:10][C:6]2=[N:5][CH:4]=1)(=[O:13])[NH2:17] |f:1.2|. The yield is 96.6%. Reported procedure: 10.4 g. of ethyl 4-oxo-4,6,7,8-tetrahydro-pyrrolo[1,2-a]pyrimidine-3-carboxylate are dissolved in 30 ml. of 30% by weight of ammonium hydroxide solution. The precipitated crystals are filtered after 2 hours. 8.7 g. of 3-carbamoyl-4-oxo-4,6,7,8-tetrahydro-pyrrolo[1,2-a]pyrimidine are obtained with a yield of 96.6%, which melts at 293° C. after recrystallization from dimethyl formamide. Reactants: O=C1C(=CN=C2N1CCC2)C(=O)OCC (ethyl 4-oxo-4,6,7,8-tetrahydro-pyrrolo[1,2-a]pyrimidine-3-carboxylate), [OH-].[NH4+] (ammonium hydroxide). Yields the product C(N)(=O)C1=CN=C2N(C1=O)CCC2 (3-carbamoyl-4-oxo-4,6,7,8-tetrahydro-pyrrolo[1,2-a]pyrimidine). Product: COCCCn1c(C2CCCN(C(=O)CC(Cc3ccc(-c4ccc(C(=O)O)cc4)cc3)NC(=O)OC(C)(C)C)C2)nc2ccccc21. As a reaction SMILES: [C:1]([CH3:2])([CH3:3])([CH3:4])[O:5][C:6](=[O:7])[NH:8][CH:9]([CH2:10][c:11]1[cH:12][cH:13][c:14](-[c:17]2[cH:18][cH:19][c:20]([C:23](=[O:24])[O:25][CH3:26])[cH:21][cH:22]2)[cH:15][cH:16]1)[CH2:27][C:28](=[O:29])[N:30]1[CH2:31][CH:32]([c:36]2[n:37][c:38]3[c:39]([n:40]2[CH2:41][CH2:42][CH2:43][O:44][CH3:45])[cH:46][cH:47][cH:48][cH:49]3)[CH2:33][CH2:34][CH2:35]1.[CH3:71][C:72]#[N:73].[CH3:74][OH:75].[Li+:56].[O:50]1[CH2:51][CH2:52][CH2:53][CH2:54]1.[OH-:55].[OH2:70].[OH:57][C:58]([CH2:59][C:60]([C:61](=[O:62])[OH:63])([CH2:64][C:65](=[O:66])[OH:67])[OH:68])=[O:69]>>[C:1]([CH3:2])([CH3:3])([CH3:4])[O:5][C:6](=[O:7])[NH:8][CH:9]([CH2:10][c:11]1[cH:12][cH:13][c:14](-[c:17]2[cH:18][cH:19][c:20]([C:23](=[O:24])[OH:25])[cH:21][cH:22]2)[cH:15][cH:16]1)[CH2:27][C:28](=[O:29])[N:30]1[CH2:31][CH:32]([c:36]2[n:37][c:38]3[c:39]([n:40]2[CH2:41][CH2:42][CH2:43][O:44][CH3:45])[cH:46][cH:47][cH:48][cH:49]3)[CH2:33][CH2:34][CH2:35]1. The reactants are COCCCn1c(C2CCCN(C(=O)CC(Cc3ccc(-c4ccc(C(=O)OC)cc4)cc3)NC(=O)OC(C)(C)C)C2)nc2ccccc21, CC#N, CO, [Li+], C1CCOC1, [OH-], O, O=C(O)CC(O)(CC(=O)O)C(=O)O.